From a dataset of the Open Reaction Database (ORD), a public repository of structured organic reaction records. describe an organic reaction: reactants, conditions, products, and yield Starting materials: ClC1=C(C2=C(N(N=N2)CC2=NN(C3=NC=CC=C32)C(=O)N(CCN(C(OC(C)(C)C)=O)C)C)C=C1)OC1=CC(=CC(=C1)C#N)Cl (tert-butyl {2-[[(3-{[5-chloro-4-(3-chloro-5-cyanophenoxy)-1H-1,2,3-benzotriazol-1-yl]methyl}-1H-pyrazolo[3,4-b]pyridin-1-yl)carbonyl](methyl)amino]ethyl}methylcarbamate). The solvent is C(=O)(C(F)(F)F)O (TFA). Reaction conditions: temperature -78 celsius, time 20 minute. Product: [Cl-].ClC1=C(C2=C(N(N=N2)CC2=NN(C3=NC=CC=C32)C(=O)N(CC[NH2+]C)C)C=C1)OC1=CC(=CC(=C1)C#N)Cl (2-[[(3-{[5-chloro-4-(3-chloro-5-cyanophenoxy)-1H-1,2,3-benzotriazol-1-yl]methyl}-1H-pyrazolo[3,4-b]pyridin-1-yl)carbonyl](methyl)amino]-N-methylethanaminium chloride). As a reaction SMILES: [Cl:1][C:2]1[CH:35]=[CH:34][C:5]2[N:6]([CH2:9][C:10]3[C:18]4[C:13](=[N:14][CH:15]=[CH:16][CH:17]=4)[N:12]([C:19]([N:21]([CH3:33])[CH2:22][CH2:23][N:24](C)[C:25](=O)OC(C)(C)C)=[O:20])[N:11]=3)[N:7]=[N:8][C:4]=2[C:3]=1[O:36][C:37]1[CH:42]=[C:41]([C:43]#[N:44])[CH:40]=[C:39]([Cl:45])[CH:38]=1>C(O)(C(F)(F)F)=O>[Cl-:1].[Cl:1][C:2]1[CH:35]=[CH:34][C:5]2[N:6]([CH2:9][C:10]3[C:18]4[C:13](=[N:14][CH:15]=[CH:16][CH:17]=4)[N:12]([C:19]([N:21]([CH3:33])[CH2:22][CH2:23][NH2+:24][CH3:25])=[O:20])[N:11]=3)[N:7]=[N:8][C:4]=2[C:3]=1[O:36][C:37]1[CH:42]=[C:41]([C:43]#[N:44])[CH:40]=[C:39]([Cl:45])[CH:38]=1 |f:2.3|. Procedure: tert-butyl {2-[[(3-{[5-chloro-4-(3-chloro-5-cyanophenoxy)-1H-1,2,3-benzotriazol-1-yl]methyl}-1H-pyrazolo[3,4-b]pyridin-1-yl)carbonyl](methyl)amino]ethyl}methylcarbamate (125 mg, 0.192 mmol) was dissolved in TFA (5 mL). After 20 minutes, the reaction was concentrated and the resulting residue was purified by reverse phase chromatography eluting with 30-95% MeCN/H2O+0.1% TFA. Product fractions were concentrated under reduced pressure and the resulting solid was dissolved in MeCN (3 mL), cooled to ... Reactants: FC=1C=C(C=CC1)NC(=S)N (3-fluorophenylthiourea), CI (methyl iodide). The solvent is C(C)O (ethanol). Run at time 2 day. The product is I.CSC(NC1=CC(=CC=C1)F)=N (S-methyl-3-fluorophenylisothiourea hydroiodide). RXN SMILES: [F:1][C:2]1[CH:3]=[C:4]([NH:8][C:9]([NH2:11])=[S:10])[CH:5]=[CH:6][CH:7]=1.[CH3:12][I:13]>C(O)C>[IH:13].[CH3:12][S:10][C:9](=[NH:11])[NH:8][C:4]1[CH:5]=[CH:6][CH:7]=[C:2]([F:1])[CH:3]=1 |f:3.4|. Procedure details: A mixture of 3-fluorophenylthiourea (20.0 g, 166.7 mmol) and methyl iodide (24.8 g, 175.0 mmol) in 300 ml of ethanol is stirred at RT for 2 days. It is then heated to reflux for 30 min., cooled and stripped of solvent to give S-methyl-3-fluorophenylisothiourea hydroiodide, an orange solid. Starting materials: CC(C)([O-])C.[K+] (potassium t-butoxide), C(O)([O-])=O.[Na+] (sodium hydrogencarbonate), C(C)(=O)OCC (ethyl acetate), C1(=CC=CC=C1)CCC1=NC=2C=CC=C3C(CCN1C23)=O (4,5-dihydro-2-(2-phenylethyl)-6H-imidazo[4,5,1-ij]-quinolin-6-one). Reagents/catalysts: [Br-].C[P+](C1=CC=CC=C1)(C1=CC=CC=C1)C1=CC=CC=C1 (Methyltriphenylphosphonium bromide). Solvent: O1CCCC1 (tetrahydrofuran), O1CCCC1 (tetrahydrofuran), O1CCCC1 (tetrahydrofuran). Reaction conditions: time 1 hour. The product is C=C1CCN2C3=C(C=CC=C13)N=C2CCC2=CC=CC=C2 (5,6-dihydro-6-methylene-2-(2-phenylethyl)-4H-imidazo[4,5,1-ij]quinoline). Isolated yield 82.6%. RXN SMILES: [CH3:1][C:2]([CH3:5])([O-])[CH3:3].[K+].[C:7]1([CH2:13][CH2:14][C:15]2[N:25]3[C:26]4C(C(=O)C[CH2:24]3)=[CH:20][CH:19]=[CH:18][C:17]=4[N:16]=2)[CH:12]=[CH:11][CH:10]=[CH:9][CH:8]=1.C(=O)([O-])O.[Na+].C(OCC)(=O)C>[Br-].C[P+](C1C=CC=CC=1)(C1C=CC=CC=1)C1C=CC=CC=1.O1CCCC1>[CH2:1]=[C:2]1[C:5]2[C:26]3=[C:17]([N:16]=[C:15]([CH2:14][CH2:13][C:7]4[CH:8]=[CH:9][CH:10]=[CH:11][CH:12]=4)[N:25]3[CH2:24][CH2:3]1)[CH:18]=[CH:19][CH:20]=2 |f:0.1,3.4,6.7|. Procedure details: Methyltriphenylphosphonium bromide (1.29 g) was suspended in anhydrous tetrahydrofuran (10 mL) and a solution of potassium t-butoxide (0.45 g) in tetrahydrofuran (10 mL) was added dropwise at room temperature, followed by stirring for 1 hr at room temperature. Subsequently, 0.50 g of 4,5-dihydro-2-(2-phenylethyl)-6H-imidazo[4,5,1-ij]quinolin-6-one obtained in Example 1 was dissolved in anhydrous tetrahydrofuran (10 mL) and the solution was added dropwise and the mixture was stirred at room tempe...